Dataset: the Open Reaction Database (ORD), a public repository of structured organic reaction records. Task: describe an organic reaction: reactants, conditions, products, and yield Reactants: CCOC(=O)c1cc(Br)nc2c1cnn2C1COC1, CCO, CCOC(C)=O, Cc1cc(C)c(CN)c(=O)[nH]1, [Na+], [OH-], O. The product is Cc1cc(C)c(CNC(=O)c2cc(Br)nc3c2cnn3C2COC2)c(=O)[nH]1. As a reaction SMILES: [Br:3][c:4]1[cH:5][c:6]([C:17]([O:19][CH2:18][CH3:20])=[O:21])[c:7]2[c:8]([n:9]1)[n:10]([CH:13]1[CH2:14][O:15][CH2:16]1)[n:11][cH:12]2.[CH3:34][CH2:35][OH:36].[CH3:37][CH2:38][O:39][C:40]([CH3:41])=[O:42].[NH2:22][CH2:23][c:24]1[c:25](=[O:32])[nH:26][c:27]([CH3:31])[cH:28][c:29]1[CH3:30].[Na+:2].[OH-:1].[OH2:33]>>[Br:3][c:4]1[cH:5][c:6]([C:17](=[O:19])[NH:22][CH2:23][c:24]2[c:25](=[O:32])[nH:26][c:27]([CH3:31])[cH:28][c:29]2[CH3:30])[c:7]2[c:8]([n:9]1)[n:10]([CH:13]1[CH2:14][O:15][CH2:16]1)[n:11][cH:12]2.